Dataset: the Open Reaction Database (ORD), a public repository of structured organic reaction records. Task: describe an organic reaction: reactants, conditions, products, and yield Reactants: O (water), C(C(=C)C)(=O)Cl (methacryloyl chloride), [N+](=O)([O-])C1=CC=C(C=C1)N(C)CCO (2-[N-(p-nitrophenyl)-N-methylamino]-ethanol), N1=CC=CC=C1 (pyridine). The solvent is C(Cl)(Cl)Cl (chloroform), C(Cl)(Cl)Cl (chloroform). The product is C(C(=C)C)(=O)OCCN(C)C1=CC=C(C=C1)[N+](=O)[O-] (2-[N-(p-nitrophenyl)-N-methylamino]-ethyl methacrylate). The yield is 38.6%. As a reaction SMILES: [C:1](Cl)(=[O:5])[C:2]([CH3:4])=[CH2:3].[N+:7]([C:10]1[CH:15]=[CH:14][C:13]([N:16]([CH2:18][CH2:19][OH:20])[CH3:17])=[CH:12][CH:11]=1)([O-:9])=[O:8].N1C=CC=CC=1.O>C(Cl)(Cl)Cl>[C:1]([O:20][CH2:19][CH2:18][N:16]([C:13]1[CH:12]=[CH:11][C:10]([N+:7]([O-:9])=[O:8])=[CH:15][CH:14]=1)[CH3:17])(=[O:5])[C:2]([CH3:4])=[CH2:3]. Procedure: 2.67 g of methacryloyl chloride in 5 ml of chloroform were added dropwise to 5 g of 2-[N-(p-nitrophenyl)-N-methylamino]-ethanol and 2.02 g of pyridine in 40 ml of chloroform while cooling. Thereafter, the resulting reaction solution was first stirred at room temperature and then refluxed for 3.5 hours. It was cooled to room temperature and then 40 ml of water were added to it, after which the chloroform phase was separated off and the aqueous phase was extracted with three times 20 ml of chlorof... Starting materials: OC[C@@H]1CCC(N1)=O ((S)-5-(hydroxymethyl)pyrrolidin-2-one), C1CC=COC1 (DHP), CC1=CC=C(C=C1)S(=O)(=O)[O-].C1=CC=[NH+]C=C1 (PPTS). Run in ClCCl (dichloromethane). Run at time 4 hour. Yields the product O1C(CCCC1)OC[C@@H]1CCC(N1)=O ((5)-5-((tetrahydro-2H-pyran-2-yloxy)methyl)pyrrolidin-2-one), oil. Isolated yield 52.0%. As a reaction SMILES: [OH:1][CH2:2][C@H:3]1[NH:7][C:6](=[O:8])[CH2:5][CH2:4]1.[CH2:9]1[CH2:14][O:13][CH:12]=[CH:11][CH2:10]1.CC1C=CC(S([O-])(=O)=O)=CC=1.C1C=C[NH+]=CC=1>ClCCl>[O:13]1[CH2:14][CH2:9][CH2:10][CH2:11][CH:12]1[O:1][CH2:2][C@H:3]1[NH:7][C:6](=[O:8])[CH2:5][CH2:4]1 |f:2.3|. Reported procedure: To a mixture of (S)-5-(hydroxymethyl)pyrrolidin-2-one (1.0 g, 8.7 mmol, Aldrich) and DHP (1.46 g, 17.4 mmol, Alfa) in 20 mL of dichloromethane was added PPTS (0.437 g, 1.74 mmol, Aldrich) in portions. The reaction mixture was stirred at rt for 4 hrs, and was quenched with 20 mL of saturated NaHCO3 aqueous solution. The resulted mixture was extracted with dichloromethane (25 mL×2). The combined organic phases were dried over Na2SO4 and concentrated in vacuo. The residue was purified by a silica g... Reactants: BrC(Br)(Br)Br (tetrabromomethane), C1(=CC=CC=C1)P(C1=CC=CC=C1)C1=CC=CC=C1 (triphenyl-phosphine), C[Si](OCCCO)(C(C)(C)C)C (3-[[dimethyl-(1,1-dimethylethyl)-silyl]-oxy]-propanol). Solvent: C(Cl)Cl (methylene chloride). Conditions: temperature -25 celsius, time 90 minute. The product is BrCCCO[Si](C(C)(C)C)(C)C ([(3-bromopropyl)-oxy]-dimethyl-(1,1-dimethyl-ethyl)-silane). Yield: 86.7%. As a reaction SMILES: Br[C:2]([Br:5])(Br)Br.C1(P(C2C=CC=CC=2)C2C=CC=CC=2)C=CC=CC=1.[CH3:25][Si:26]([CH3:36])([C:32]([CH3:35])([CH3:34])[CH3:33])[O:27][CH2:28][CH2:29]CO>C(Cl)Cl>[Br:5][CH2:2][CH2:29][CH2:28][O:27][Si:26]([CH3:36])([CH3:25])[C:32]([CH3:35])([CH3:34])[CH3:33]. Procedure details: 5.44 g of tetrabromomethane and 4.30 g of triphenyl-phosphine were added to a solution of 2.5 g of the product of Step A in 27 ml of methylene chloride cooled down to -25° C. The reaction solution was stirred for 90 minutes at 0° C. and then was chromatographed on silica (eluant: ethyl acetate-cyclohexane 1-9) to obtain 2.885 g of the expected product. Reactants: C(C)O (ethanol), [N+](=O)([O-])C=1C(N(C=C(C1)C1=NC=CC=C1)C1=CC=CC=C1)=O (3-nitro-1-phenyl-5-(pyridin-2-yl)-1,2-dihydropyridin-2-one). Reagents/catalysts: [C].[Pd] (palladium-carbon). Solvent: [H][H] (hydrogen). Product: NC=1C(N(C=C(C1)C1=NC=CC=C1)C1=CC=CC=C1)=O (3-Amino-1-phenyl-5-(2-pyridyl)-1,2-dihydropyridin-2-one). Isolated yield 83.8%. RXN SMILES: C(O)C.[N+:4]([C:7]1[C:8](=[O:25])[N:9]([C:19]2[CH:24]=[CH:23][CH:22]=[CH:21][CH:20]=2)[CH:10]=[C:11]([C:13]2[CH:18]=[CH:17][CH:16]=[CH:15][N:14]=2)[CH:12]=1)([O-])=O>[H][H].[C].[Pd]>[NH2:4][C:7]1[C:8](=[O:25])[N:9]([C:19]2[CH:20]=[CH:21][CH:22]=[CH:23][CH:24]=2)[CH:10]=[C:11]([C:13]2[CH:18]=[CH:17][CH:16]=[CH:15][N:14]=2)[CH:12]=1 |f:3.4|. Reported procedure: 100 mg of 10% palladium-carbon was added to 20 ml of an ethanol solution containing 546 mg of 3-nitro-1-phenyl-5-(pyridin-2-yl)-1,2-dihydropyridin-2-one, followed by stirring overnight in hydrogen atmosphere. The reaction mixture was filtered through silica gel and concentrated, to give 411 mg of the title compound. Reactants: C1CCOC1, C[Si](C)(C)[N-][Si](C)(C)C, O=S(=O)(CCCCl)c1ccc(F)c(F)c1F, [K+]. Product: O=S(=O)(c1ccc(F)c(F)c1F)C1CC1. RXN SMILES: [CH2:27]1[O:28][CH2:29][CH2:30][CH2:31]1.[CH3:17][Si:18]([N-:19][Si:20]([CH3:21])([CH3:22])[CH3:23])([CH3:24])[CH3:25].[Cl:1][CH2:2][CH2:3][CH2:4][S:5](=[O:6])(=[O:7])[c:8]1[c:9]([F:16])[c:10]([F:15])[c:11]([F:14])[cH:12][cH:13]1.[K+:26]>>[CH2:2]1[CH2:3][CH:4]1[S:5](=[O:6])(=[O:7])[c:8]1[c:9]([F:16])[c:10]([F:15])[c:11]([F:14])[cH:12][cH:13]1. Starting materials: [Cl-].[Ca+2].[Cl-] (calcium chloride), C(C)OC(NC(=CC#N)C1=C(C=C(C=C1)Cl)Cl)=O (ethyl[2-cyano-1-(2,4-dichlorophenyl)ethenyl]carbamate), CC(C)N1CCC(CC1)C(=O)NN (1-(Propan-2-yl)piperidine-4-carbohydrazide), O (water). Run in CN1C(CCC1)=O (1-methyl-2-pyrrolidone). Run at temperature 160 celsius, time 3 hour. The product is ClC1=C(C=CC(=C1)Cl)C1=CC=2N(C(N1)=O)N=C(N2)C2CCN(CC2)C(C)C (7-(2,4-Dichlorophenyl)-2-[1-(1-methylethyl)piperidin-4-yl][1,2,4]triazolo[1,5-c]pyrimidin-5(6H)-one). Reaction SMILES: [Cl-].[Ca+2].[Cl-].C([O:6][C:7](=O)[NH:8][C:9]([C:13]1[CH:18]=[CH:17][C:16]([Cl:19])=[CH:15][C:14]=1[Cl:20])=[CH:10][C:11]#[N:12])C.[CH3:22][CH:23]([N:25]1[CH2:30][CH2:29][CH:28]([C:31]([NH:33][NH2:34])=O)[CH2:27][CH2:26]1)[CH3:24].O>CN1CCCC1=O>[Cl:20][C:14]1[CH:15]=[C:16]([Cl:19])[CH:17]=[CH:18][C:13]=1[C:9]1[NH:8][C:7](=[O:6])[N:34]2[N:33]=[C:31]([CH:28]3[CH2:29][CH2:30][N:25]([CH:23]([CH3:24])[CH3:22])[CH2:26][CH2:27]3)[N:12]=[C:11]2[CH:10]=1 |f:0.1.2|. Procedure details: In a round-bottom flask fitted with reflux condenser and a drying tube filled with calcium chloride, 500 mg (1.70 mmol) of ethyl[2-cyano-1-(2,4-dichlorophenyl)ethenyl]carbamate and 310 mg (1.70 mmol) of 1-(1-methylethyl)piperidin-4-carbohydrazide (Example 38A) were dissolved in 2 ml of 1-methyl-2-pyrrolidone, and the reaction mixture was stirred at 160° C. for 3 h. The reaction solution was cooled to 100° C., water (20 ml) was added and the mixture was then cooled to RT and stirred for 15 min. T...